Dataset: the Open Reaction Database (ORD), a public repository of structured organic reaction records. Task: describe an organic reaction: reactants, conditions, products, and yield The reactants are [OH-].[Na+] (sodium hydroxide), Br.CN1CC(C(CC1)(O)C1=CC=CC=C1)Br (1-methyl-3-bromo-4-phenyl-4-piperidinol hydrobromide), C([O-])([O-])=O.[K+].[K+] (potassium carbonate). Run in O (water). Conditions: time 30 minute. Yields the product CN1CC2OC2(CC1)C1=CC=CC=C1 (3-Methyl-6-phenyl-7-oxa-3-azabicyclo[4.1.0]heptane). RXN SMILES: Br.[CH3:2][N:3]1[CH2:8][CH2:7][C:6]([C:10]2[CH:15]=[CH:14][CH:13]=[CH:12][CH:11]=2)([OH:9])[CH:5](Br)[CH2:4]1.[OH-].[Na+].C(=O)([O-])[O-].[K+].[K+]>O>[CH3:2][N:3]1[CH2:8][CH2:7][C:6]2([C:10]3[CH:15]=[CH:14][CH:13]=[CH:12][CH:11]=3)[CH:5]([O:9]2)[CH2:4]1 |f:0.1,2.3,4.5.6|. Procedure: A solution of 1-methyl-3-bromo-4-phenyl-4-piperidinol hydrobromide (4.10 g; 11.7 mmoles, described in Example 5) in water (5 ml) is cooled to 0°-5° C. Cold 10% aqueous sodium hydroxide solution (10 ml; 25 mmoles) is added dropwise with vigorous mechanical stirring, over a period of ten minutes. The solution is stirred for 30 min. and potassium carbonate is added to the solution at a temperature below 10° C. When the solution is saturated the solids are collected by filtration and crystallized fr... The reactants are N#Cc1nsnc1C#N, [K+], [OH-], O. Product: N#Cc1nsnc1C(N)=O. Reaction SMILES: [C:1](#[N:2])[c:3]1[n:4][s:5][n:6][c:7]1[C:8]#[N:9].[K+:11].[OH-:10].[OH2:12]>>[C:1](#[N:2])[c:3]1[n:4][s:5][n:6][c:7]1[C:8]([NH2:9])=[O:10].